Dataset: the Open Reaction Database (ORD), a public repository of structured organic reaction records. Task: describe an organic reaction: reactants, conditions, products, and yield The reactants are CC(C)(CCn1cnc(-c2ccccc2)c1)NCC(O)c1ccc(OCc2ccccc2)c([N+](=O)[O-])c1, [H][H], C1CCOC1, O=[Pt]=O, Cc1ccccc1. Product: CC(C)(CCn1cnc(-c2ccccc2)c1)NCC(O)c1ccc(OCc2ccccc2)c(N)c1. Reaction SMILES: [CH2:1]([c:2]1[cH:3][cH:4][cH:5][cH:6][cH:7]1)[O:8][c:9]1[c:10]([N+:35]([O-:36])=[O:37])[cH:11][c:12]([CH:15]([CH2:16][NH:17][C:18]([CH2:19][CH2:20][n:21]2[cH:22][n:23][c:24](-[c:26]3[cH:27][cH:28][cH:29][cH:30][cH:31]3)[cH:25]2)([CH3:32])[CH3:33])[OH:34])[cH:13][cH:14]1.[H:38][H:39].[O:47]1[CH2:48][CH2:49][CH2:50][CH2:51]1.[Pt:52](=[O:53])=[O:54].[c:40]1([CH3:41])[cH:42][cH:43][cH:44][cH:45][cH:46]1>>[CH2:1]([c:2]1[cH:3][cH:4][cH:5][cH:6][cH:7]1)[O:8][c:9]1[c:10]([NH2:35])[cH:11][c:12]([CH:15]([CH2:16][NH:17][C:18]([CH2:19][CH2:20][n:21]2[cH:22][n:23][c:24](-[c:26]3[cH:27][cH:28][cH:29][cH:30][cH:31]3)[cH:25]2)([CH3:32])[CH3:33])[OH:34])[cH:13][cH:14]1. Reactants: OC=1C=C(C=CC1)CCCN1C=NC=C1 (1-[3-(3-hydroxyphenyl)propyl]imidazole), ClCC=1C=CC2=C(N=C(O2)C=2SC=CC2)C1 (5-chloromethyl-2-(2-thienyl)benzoxazole). Product: N1(C=NC=C1)CCCC=1C=C(OCC=2C=CC3=C(N=C(O3)C=3SC=CC3)C2)C=CC1 (5-[3-[3-(1-imidazolyl)propyl]phenoxymethyl]-2-(2-thienyl)benzoxazole). Yield: 76.0%. RXN SMILES: [OH:1][C:2]1[CH:3]=[C:4]([CH2:8][CH2:9][CH2:10][N:11]2[CH:15]=[CH:14][N:13]=[CH:12]2)[CH:5]=[CH:6][CH:7]=1.Cl[CH2:17][C:18]1[CH:19]=[CH:20][C:21]2[O:25][C:24]([C:26]3[S:27][CH:28]=[CH:29][CH:30]=3)=[N:23][C:22]=2[CH:31]=1>>[N:11]1([CH2:10][CH2:9][CH2:8][C:4]2[CH:3]=[C:2]([CH:7]=[CH:6][CH:5]=2)[O:1][CH2:17][C:18]2[CH:19]=[CH:20][C:21]3[O:25][C:24]([C:26]4[S:27][CH:28]=[CH:29][CH:30]=4)=[N:23][C:22]=3[CH:31]=2)[CH:15]=[CH:14][N:13]=[CH:12]1. Procedure: In substantially the same manner as in Working Example 72, 1-[3-(3-hydroxyphenyl)propyl]imidazole was allowed to react with 5-chloromethyl-2-(2-thienyl)benzoxazole to give 5-[3-[3-(1-imidazolyl)propyl]phenoxymethyl]-2-(2-thienyl)benzoxazole. The yield was 76%. Recrystallization from ethyl acetate-hexane gave colorless prisms, mp 86-87° C. Reaction conditions: temperature 130 celsius. Solvent: CCOC(=O)C (EtOAc). The yield is 19.4%. Procedure: A 250 mL round bottom flask was charged with 3-aminobut-2-enenitrile (10.00 g, 122 mmol), 2,2,6-trimethyl-4H-1,3-dioxin-4-one (32.4 mL, 244 mmol), and a magnetic stir bar. The flask was equipped with a reflux condenser and a CaCl2 tube and the reaction mixture was heated at 130° C. for 1 h. The reaction was allowed to cool room temperature and was diluted with EtOAc (100 mL). The solid that formed was collected, washed with EtOAc (20 mL), and dried to give 2,6-dimethyl-4-oxo-1,4-dihydropyridine-... As a reaction SMILES: [NH2:1][C:2]([CH3:6])=[CH:3][C:4]#[N:5].CC1(C)[O:13][C:12](=O)[CH:11]=[C:10]([CH3:15])O1>CCOC(C)=O>[CH3:6][C:2]1[NH:1][C:10]([CH3:15])=[CH:11][C:12](=[O:13])[C:3]=1[C:4]#[N:5]. The product is CC=1NC(=CC(C1C#N)=O)C (2,6-dimethyl-4-oxo-1,4-dihydropyridine-3-carbonitrile). Reactants: NC(=CC#N)C (3-aminobut-2-enenitrile), CC1(OC(=CC(O1)=O)C)C (2,2,6-trimethyl-4H-1,3-dioxin-4-one).